From a dataset of the Open Reaction Database (ORD), a public repository of structured organic reaction records. describe an organic reaction: reactants, conditions, products, and yield Reactants: OC(C)C1=CC=C(C(=O)[O-])C=C1 (4-(1-hydroxyethyl)benzoate), C1(=CC=CC=C1)P(C1=CC=CC=C1)C1=CC=CC=C1 (triphenylphosphine), N1=CC=C(C=C1)O (pyridin-4-ol), CC(C)OC(=O)/N=N/C(=O)OC(C)C (diisopropylazodicarboxylate), resultant mixture. Solvent: O1CCCC1 (tetrahydrofuran). Reaction conditions: time 30 minute. Product: N1=CC=C(C=C1)OC(C)C1=CC=C(C(=O)OC)C=C1 (methyl 4-(1-(pyridin-4-yloxy)ethyl)benzoate). The yield is 35.1%. RXN SMILES: [OH:1][CH:2]([C:4]1[CH:12]=[CH:11][C:7]([C:8]([O-:10])=[O:9])=[CH:6][CH:5]=1)[CH3:3].[C:13]1(P(C2C=CC=CC=2)C2C=CC=CC=2)C=CC=CC=1.[N:32]1[CH:37]=[CH:36][C:35](O)=[CH:34][CH:33]=1.CC(OC(/N=N/C(OC(C)C)=O)=O)C>O1CCCC1>[N:32]1[CH:37]=[CH:36][C:35]([O:1][CH:2]([C:4]2[CH:12]=[CH:11][C:7]([C:8]([O:10][CH3:13])=[O:9])=[CH:6][CH:5]=2)[CH3:3])=[CH:34][CH:33]=1. Reported procedure: To a solution of 4-(1-hydroxyethyl)benzoate (300 mg. 1.67 mmol) in tetrahydrofuran (80 mL) were added triphenylphosphine (570 mg, 2.2 mmol) and pyridin-4-ol (159 mg, 1.67 mmol). The mixture was stirred for 30 minutes at room temperature, and then cooled to 0° C. And diisopropylazodicarboxylate (568.3 mg, 2.8 mmol) was added dropwise to the solution at 0° C. The resultant mixture was stirred at room temperature for 12 hours. Then the mixture was concentrated to give a residue and the residue was ... Starting materials: CC1=C(C=NN1C1=CC=C(C=C1)C(F)(F)F)C(=O)Cl (5-methyl-1-(4-trifluoromethylphenyl)pyrazole-4-carboxylic chloride), ClC=1C=C(N)C=C(C1N1CCC(CC1)N1CCOCC1)Cl (3,5-dichloro-4-(4-morpholinopiperidin-1-yl)aniline). Product: ClC=1C=C(C=C(C1N1CCC(CC1)N1CCOCC1)Cl)NC(=O)C=1C=NN(C1C)C1=CC=C(C=C1)C(F)(F)F (N-[3,5-Dichloro-4-(4-morpholinopiperidin-1-yl)phenyl]-5-methyl-1-(4-trifluoromethylphenyl)pyrazole-4-carboxamide). Isolated yield 68.4%. As a reaction SMILES: [CH3:1][C:2]1[N:6]([C:7]2[CH:12]=[CH:11][C:10]([C:13]([F:16])([F:15])[F:14])=[CH:9][CH:8]=2)[N:5]=[CH:4][C:3]=1[C:17](Cl)=[O:18].[Cl:20][C:21]1[CH:22]=[C:23]([CH:25]=[C:26]([Cl:40])[C:27]=1[N:28]1[CH2:33][CH2:32][CH:31]([N:34]2[CH2:39][CH2:38][O:37][CH2:36][CH2:35]2)[CH2:30][CH2:29]1)[NH2:24]>>[Cl:40][C:26]1[CH:25]=[C:23]([NH:24][C:17]([C:3]2[CH:4]=[N:5][N:6]([C:7]3[CH:12]=[CH:11][C:10]([C:13]([F:16])([F:15])[F:14])=[CH:9][CH:8]=3)[C:2]=2[CH3:1])=[O:18])[CH:22]=[C:21]([Cl:20])[C:27]=1[N:28]1[CH2:29][CH2:30][CH:31]([N:34]2[CH2:35][CH2:36][O:37][CH2:38][CH2:39]2)[CH2:32][CH2:33]1. Procedure: By the reaction and treatment in the same manner as in Example 150 using 5-methyl-1-(4-trifluoromethylphenyl)pyrazole-4-carboxylic chloride (0.87 g) and 3,5-dichloro-4-(4-morpholinopiperidin-1-yl)aniline (1.0 g), the title compound (1.2 g) was obtained, melting point: 252–254° C.